Dataset: the Open Reaction Database (ORD), a public repository of structured organic reaction records. Task: describe an organic reaction: reactants, conditions, products, and yield Starting materials: C(C)OC(=O)C1=CC2=C(N1)C(=CS2)Br (3-Bromo-4H-thieno[3,2-b]pyrrole-5-carboxylic acid ethyl ester), O[Li].O (LiOH—H2O). Product: BrC1=CSC2=C1NC(=C2)C(=O)O (3-Bromo-4H-thieno[3,2-b]pyrrole-5-carboxylic acid). RXN SMILES: C([O:3][C:4]([C:6]1[NH:10][C:9]2[C:11]([Br:14])=[CH:12][S:13][C:8]=2[CH:7]=1)=[O:5])C.O[Li].O>>[Br:14][C:11]1[C:9]2[NH:10][C:6]([C:4]([OH:5])=[O:3])=[CH:7][C:8]=2[S:13][CH:12]=1 |f:1.2|. Procedure: 3-Bromo-4H-thieno[3,2-b]pyrrole-5-carboxylic acid ethyl ester was hydrolyzed according to Procedure F (7 equiv LiOH—H2O; room temperature overnight, then at 50° C. overnight again; acidified aqueous phase extracted with ethyl acetate; combined organic phases dried over MgSO4, concentrated). The reactants are CCCCn1nc(C)c(C(=O)OC)c1Cc1ccc(-c2ccccc2S(=O)(=O)NC(=O)OC(C)(C)C)cc1, CCO, [Na+], [OH-]. Yields the product CCCCn1nc(C)c(C(=O)O)c1Cc1ccc(-c2ccccc2S(=O)(=O)NC(=O)OC(C)(C)C)cc1. As a reaction SMILES: [CH2:1]([CH2:2][CH2:3][CH3:4])[n:5]1[n:6][c:7]([CH3:38])[c:8]([C:34](=[O:35])[O:36][CH3:37])[c:9]1[CH2:10][c:11]1[cH:12][cH:13][c:14](-[c:17]2[c:18]([S:23](=[O:24])(=[O:25])[NH:26][C:27](=[O:28])[O:29][C:30]([CH3:31])([CH3:32])[CH3:33])[cH:19][cH:20][cH:21][cH:22]2)[cH:15][cH:16]1.[CH3:41][CH2:42][OH:43].[Na+:40].[OH-:39]>>[CH2:1]([CH2:2][CH2:3][CH3:4])[n:5]1[n:6][c:7]([CH3:38])[c:8]([C:34](=[O:35])[OH:36])[c:9]1[CH2:10][c:11]1[cH:12][cH:13][c:14](-[c:17]2[c:18]([S:23](=[O:24])(=[O:25])[NH:26][C:27](=[O:28])[O:29][C:30]([CH3:31])([CH3:32])[CH3:33])[cH:19][cH:20][cH:21][cH:22]2)[cH:15][cH:16]1.